Dataset: the Open Reaction Database (ORD), a public repository of structured organic reaction records. Task: describe an organic reaction: reactants, conditions, products, and yield The reactants are CC(C)(C)OC(=O)N[C@H](CCC(=O)OC)C(=O)OC (dimethyl N-{[(1,1-dimethylethyl)oxy]carbonyl}-D-glutamate), [Li+].C[Si](C)(C)[N-][Si](C)(C)C (LiHMDS), CI (methyl iodide). Solvent: C1CCOC1 (THF), C(=O)=O.CC(=O)C (Dry Ice Aceton). Run at temperature -78 celsius, time 0.5 hour. The product is CC(C)(C)OC(=O)N[C@H](C[C@H](C(=O)OC)C)C(=O)OC (Dimethyl(4R)—N-{[(1,1-dimethylethyl)oxy]carbonyl}-4-methyl-D-glutamate). Reaction SMILES: [CH3:1][C:2]([O:5][C:6]([NH:8][C@@H:9]([C:16]([O:18][CH3:19])=[O:17])[CH2:10][CH2:11][C:12]([O:14][CH3:15])=[O:13])=[O:7])([CH3:4])[CH3:3].[Li+].[CH3:21][Si]([N-][Si](C)(C)C)(C)C.CI>C(=O)=O.CC(C)=O.C1COCC1>[CH3:4][C:2]([O:5][C:6]([NH:8][C@@H:9]([C:16]([O:18][CH3:19])=[O:17])[CH2:10][C@@H:11]([CH3:21])[C:12]([O:14][CH3:15])=[O:13])=[O:7])([CH3:1])[CH3:3] |f:1.2,4.5|. Procedure: Into a 250 mL RB flask was added dimethyl N-{[(1,1-dimethylethyl)oxy]carbonyl}-D-glutamate (4 g, 14.53 mmol) and cool in Dry Ice/Aceton −78° C. bath. By cannulation was added by drop wise 1M LiHMDS in THF (30.5 mL, 30.5 mmol. After addition the mixture was let stir at −78° C. for 0.5 hours. Then methyl iodide (1.817 mL, 29.1 mmol) was added as rapidly as possible, and the solution was stirred at −78° C. for 4.5 hours. The reaction was then quenched with 1N HCl solution (40 mL), and extracted wit... Starting materials: CCS(=O)(=O)N1CCC(c2c[nH]c3c(C(N)=O)cc(Br)cc23)CC1, O=C([O-])[O-], CN(C)c1ccc(B(O)O)cc1, [K+], [K+], C1COCCO1, O. Yields the product CCS(=O)(=O)N1CCC(c2c[nH]c3c(C(N)=O)cc(-c4ccc(N(C)C)cc4)cc23)CC1. RXN SMILES: [Br:1][c:2]1[cH:3][c:4]2[c:5]([CH:14]3[CH2:15][CH2:16][N:17]([S:20](=[O:21])(=[O:22])[CH2:23][CH3:24])[CH2:18][CH2:19]3)[cH:6][nH:7][c:8]2[c:9]([C:11](=[O:12])[NH2:13])[cH:10]1.[C:31](=[O:32])([O-:33])[O-:34].[CH3:37][N:38]([c:39]1[cH:40][cH:41][c:42]([B:45]([OH:46])[OH:47])[cH:43][cH:44]1)[CH3:48].[K+:35].[K+:36].[O:25]1[CH2:26][CH2:27][O:28][CH2:29][CH2:30]1.[OH2:49]>>[c:2]1(-[c:42]2[cH:41][cH:40][c:39]([N:38]([CH3:37])[CH3:48])[cH:44][cH:43]2)[cH:3][c:4]2[c:5]([CH:14]3[CH2:15][CH2:16][N:17]([S:20](=[O:21])(=[O:22])[CH2:23][CH3:24])[CH2:18][CH2:19]3)[cH:6][nH:7][c:8]2[c:9]([C:11](=[O:12])[NH2:13])[cH:10]1. Starting materials: CC(=O)O, Cl, N#C[N-]C#N, CC1CC(=O)NN=C1c1ccc(N)cc1, [Na+], O. The product is CC1CC(=O)NN=C1c1ccc(NC(N)=NC#N)cc1. Reaction SMILES: [CH3:22][C:23](=[O:24])[OH:25].[ClH:26].[N-:1]([C:2]#[N:3])[C:4]#[N:5].[NH2:7][c:8]1[cH:9][cH:10][c:11]([C:14]2=[N:19][NH:18][C:17](=[O:20])[CH2:16][CH:15]2[CH3:21])[cH:12][cH:13]1.[Na+:6].[OH2:27]>>[N:1]([C:2]#[N:3])=[C:4]([NH2:5])[NH:7][c:8]1[cH:9][cH:10][c:11]([C:14]2=[N:19][NH:18][C:17](=[O:20])[CH2:16][CH:15]2[CH3:21])[cH:12][cH:13]1. Starting materials: O=C1CCCc2c(S(=O)(=O)Cl)csc21, OC1(c2ccccc2)CCNCC1. Yields the product O=C1CCCc2c(S(=O)(=O)N3CCC(O)(c4ccccc4)CC3)csc21. As a reaction SMILES: [O:14]=[C:15]1[CH2:16][CH2:17][CH2:18][c:19]2[c:20]1[s:21][cH:22][c:23]2[S:24](=[O:25])(=[O:26])[Cl:27].[c:1]1([C:7]2([OH:13])[CH2:8][CH2:9][NH:10][CH2:11][CH2:12]2)[cH:2][cH:3][cH:4][cH:5][cH:6]1>>[c:1]1([C:7]2([OH:13])[CH2:8][CH2:9][N:10]([S:24]([c:23]3[c:19]4[c:20]([s:21][cH:22]3)[C:15](=[O:14])[CH2:16][CH2:17][CH2:18]4)(=[O:25])=[O:26])[CH2:11][CH2:12]2)[cH:2][cH:3][cH:4][cH:5][cH:6]1.